This data is from the Open Reaction Database (ORD), a public repository of structured organic reaction records. The task is: describe an organic reaction: reactants, conditions, products, and yield The reactants are Cl (hydrochloric acid), O (water), [OH-].[Na+] (NaOH), COC(C1=CC(=C(C=C1)Cl)OCCC1=C(C=C(C=C1)Cl)Cl)=O (4-Chloro-3-[2-(2,4-dichloro-phenyl)-ethoxy]-benzoic acid methyl ester). Run in O1CCOCC1 (dioxan). Run at temperature 60 celsius, time 16 hour. Yields the product ClC1=C(C=C(C(=O)O)C=C1)OCCC1=C(C=C(C=C1)Cl)Cl (4-Chloro-3-[2-(2,4-dichloro-phenyl)-ethoxy]-benzoic acid). As a reaction SMILES: C[O:2][C:3](=[O:22])[C:4]1[CH:9]=[CH:8][C:7]([Cl:10])=[C:6]([O:11][CH2:12][CH2:13][C:14]2[CH:19]=[CH:18][C:17]([Cl:20])=[CH:16][C:15]=2[Cl:21])[CH:5]=1.O.[OH-].[Na+].Cl>O1CCOCC1>[Cl:10][C:7]1[CH:8]=[CH:9][C:4]([C:3]([OH:22])=[O:2])=[CH:5][C:6]=1[O:11][CH2:12][CH2:13][C:14]1[CH:19]=[CH:18][C:17]([Cl:20])=[CH:16][C:15]=1[Cl:21] |f:2.3|. Procedure details: g (2.78 mmol) of 4-Chloro-3-[2-(2,4-dichloro-phenyl)-ethoxy]-benzoic acid methyl ester was dissolved in 10 ml of dioxan. 5 ml of water and 2N aqueous NaOH was added to the solution to give a pH of 13. The reaction solution was heated at 60° C. for 4 h and stirred at room temperature for 16 h. The reaction solution was cooled to 0° C. and concentrated hydrochloric acid was added to give a pH of 1-2, whereupon the product precipitated from solution. The suspension was stirred for 30 min, then the ... The reactants are CC1=CC(=CC2=C1N=C(S2)C2=CC=C(C=C2)OC)OC (4-Methyl-6-methoxy-2-(4-methoxy-phenyl)-benzothiazole), B(Br)(Br)Br (boron tribromide). Product: CC1=CC(=CC2=C1N=C(S2)C2=CC=C(C=C2)O)O (4-methyl-6-hydroxy-2-(4-hydroxy-phenyl)-benzothiazole). Yield: 66.9%. As a reaction SMILES: [CH3:1][C:2]1[C:7]2[N:8]=[C:9]([C:11]3[CH:16]=[CH:15][C:14]([O:17]C)=[CH:13][CH:12]=3)[S:10][C:6]=2[CH:5]=[C:4]([O:19]C)[CH:3]=1.B(Br)(Br)Br>>[CH3:1][C:2]1[C:7]2[N:8]=[C:9]([C:11]3[CH:16]=[CH:15][C:14]([OH:17])=[CH:13][CH:12]=3)[S:10][C:6]=2[CH:5]=[C:4]([OH:19])[CH:3]=1. Procedure: 4-Methyl-6-methoxy-2-(4-methoxy-phenyl)-benzothiazole (174 mg, 0.61 mmol) was treated with boron tribromide under standard condition to give 4-methyl-6-hydroxy-2-(4-hydroxy-phenyl)-benzothiazole (105 mg, 67% yield) as a yellow solid. Mass spec: MH+=258. Reactants: Fc1ccc(N2CC3CCC(C2)N3Cc2ccccc2)cc1, CO, Cl. Product: Fc1ccc(N2CC3CCC(C2)N3)cc1. Reaction SMILES: [CH2:1]([c:2]1[cH:3][cH:4][cH:5][cH:6][cH:7]1)[N:8]1[CH:9]2[CH2:10][N:11]([c:16]3[cH:17][cH:18][c:19]([F:22])[cH:20][cH:21]3)[CH2:12][CH:13]1[CH2:14][CH2:15]2.[CH3:23][OH:24].[ClH:25]>>[NH:8]1[CH:9]2[CH2:10][N:11]([c:16]3[cH:17][cH:18][c:19]([F:22])[cH:20][cH:21]3)[CH2:12][CH:13]1[CH2:14][CH2:15]2. The reactants are CO, Cl, [Na+], COC(=O)c1ccc2c(c1)CCCN2c1ncc(C(=O)N2CCOCC2)c(C(F)(F)F)n1, [OH-], O. The product is O=C(O)c1ccc2c(c1)CCCN2c1ncc(C(=O)N2CCOCC2)c(C(F)(F)F)n1. As a reaction SMILES: [CH3:33][OH:34].[ClH:37].[Na+:36].[O:1]1[CH2:2][CH2:3][N:4]([C:7](=[O:8])[c:9]2[c:10]([C:29]([F:30])([F:31])[F:32])[n:11][c:12]([N:15]3[CH2:16][CH2:17][CH2:18][c:19]4[cH:20][c:21]([C:25](=[O:26])[O:27][CH3:28])[cH:22][cH:23][c:24]43)[n:13][cH:14]2)[CH2:5][CH2:6]1.[OH-:35].[OH2:38]>>[O:1]1[CH2:2][CH2:3][N:4]([C:7](=[O:8])[c:9]2[c:10]([C:29]([F:30])([F:31])[F:32])[n:11][c:12]([N:15]3[CH2:16][CH2:17][CH2:18][c:19]4[cH:20][c:21]([C:25](=[O:26])[OH:27])[cH:22][cH:23][c:24]43)[n:13][cH:14]2)[CH2:5][CH2:6]1. Starting materials: CC=1C=C(C=CC1[N+](=O)[O-])NN ((3-Methyl-4-nitro-phenyl)-hydrazine), FC(C(CC(C(C(F)(F)F)(F)F)=O)=O)(F)F (1,1,1,5,5,6,6,6-octafluoro-2,4-hexanedione). Solvent: C1(=CC=CC=C1)C (toluene). Yields the product CC=1C=C(C=CC1[N+](=O)[O-])N1N=C(C=C1C(F)(F)F)C(C(F)(F)F)(F)F (1-(3-methyl-4-nitro-phenyl)-3-pentafluoroethyl-5-trifluoromethyl-1H-pyrazole), CC=1C=C(C=CC1[N+](=O)[O-])N1N=C(CC1(O)C(F)(F)F)C(C(F)(F)F)(F)F (2-(3-methyl-4-nitro-phenyl)-5-pentafluoroethyl-3-trifluoromethyl-3,4-dihydro-2H-pyrazol-3-ol). RXN SMILES: [CH3:1][C:2]1[CH:3]=[C:4]([NH:11][NH2:12])[CH:5]=[CH:6][C:7]=1[N+:8]([O-:10])=[O:9].[F:13][C:14]([F:28])([F:27])[C:15](=[O:26])[CH2:16][C:17](=O)[C:18]([F:24])([F:23])[C:19]([F:22])([F:21])[F:20]>C1(C)C=CC=CC=1>[CH3:1][C:2]1[CH:3]=[C:4]([N:11]2[C:15]([C:14]([F:28])([F:27])[F:13])=[CH:16][C:17]([C:18]([F:23])([F:24])[C:19]([F:20])([F:21])[F:22])=[N:12]2)[CH:5]=[CH:6][C:7]=1[N+:8]([O-:10])=[O:9].[CH3:1][C:2]1[CH:3]=[C:4]([N:11]2[C:15]([C:14]([F:28])([F:27])[F:13])([OH:26])[CH2:16][C:17]([C:18]([F:23])([F:24])[C:19]([F:20])([F:21])[F:22])=[N:12]2)[CH:5]=[CH:6][C:7]=1[N+:8]([O-:10])=[O:9]. Procedure: (3-Methyl-4-nitro-phenyl)-hydrazine (2.0 g) and 1,1,1,5,5,6,6,6-octafluoro-2,4-hexanedione (3.1 g) were dissolved in toluene and the solution was refluxed for 6 hours. After cooling, the solvent was distilled off and the obtained residue was purified by silica gel column chromatography to obtain 1-(3-methyl-4-nitro-phenyl)-3-pentafluoroethyl-5-trifluoromethyl-1H-pyrazole (IX-3) (3.0 g) and 2-(3-methyl-4-nitro-phenyl)-5-pentafluoroethyl-3-trifluoromethyl-3,4-dihydro-2H-pyrazol-3-ol (IX-4) (0.5 g)... The reactants are ClC1=CC=C(C=C1)C1=C(C=2N(C=C1)C(N(N2)CC=2C(=[N+](C(=CC2)C(F)(F)F)[O-])C)=O)C2=CC=NC=C2 (3-((7-(4-chlorophenyl)-3-oxo-8-(pyridin-4-yl)-[1,2,4]triazolo[4,3-a]pyridin-2(3H)-yl)methyl)-2-methyl-6-(trifluoromethyl)pyridine 1-oxide), C(=O)([O-])[O-].[K+].[K+] (K2CO3). Run in FC(C(=O)OC(C(F)(F)F)=O)(F)F (trifluoroacetic anhydride), C(Cl)Cl (CH2Cl2). Run at time 30 minute. The product is ClC1=CC=C(C=C1)C1=C(C=2N(C=C1)C(N(N2)CC=2C(=NC(=CC2)C(F)(F)F)CO)=O)C2=CC=NC=C2 (7-(4-chlorophenyl)-2-((2-(hydroxymethyl)-6-(trifluoromethyl)pyridin-3-yl)methyl)-8-(pyridin-4-yl)-[1,2,4]triazolo[4,3-a]pyridin-3(2H)-one). Reaction SMILES: [Cl:1][C:2]1[CH:7]=[CH:6][C:5]([C:8]2[CH:13]=[CH:12][N:11]3[C:14](=[O:30])[N:15]([CH2:17][C:18]4[C:19]([CH3:29])=[N+:20]([O-])[C:21]([C:24]([F:27])([F:26])[F:25])=[CH:22][CH:23]=4)[N:16]=[C:10]3[C:9]=2[C:31]2[CH:36]=[CH:35][N:34]=[CH:33][CH:32]=2)=[CH:4][CH:3]=1.C([O-])([O-])=[O:38].[K+].[K+]>FC(F)(F)C(OC(=O)C(F)(F)F)=O.C(Cl)Cl>[Cl:1][C:2]1[CH:7]=[CH:6][C:5]([C:8]2[CH:13]=[CH:12][N:11]3[C:14](=[O:30])[N:15]([CH2:17][C:18]4[C:19]([CH2:29][OH:38])=[N:20][C:21]([C:24]([F:27])([F:26])[F:25])=[CH:22][CH:23]=4)[N:16]=[C:10]3[C:9]=2[C:31]2[CH:36]=[CH:35][N:34]=[CH:33][CH:32]=2)=[CH:4][CH:3]=1 |f:1.2.3|. Procedure: The title compound was also prepared as follows: A solution of 3-((7-(4-chlorophenyl)-3-oxo-8-(pyridin-4-yl)-[1,2,4]triazolo[4,3-a]pyridin-2(3H)-yl)methyl)-2-methyl-6-(trifluoromethyl)pyridine 1-oxide (770 mg, 1.50 mmol) in trifluoroacetic anhydride (7 mL) and CH2Cl2 (7 mL) in a sealed tube was stirred at 50° C. for 2 h. After cooling to room temperature, the reaction mixture was concentrated under reduced pressure. The crude product was dissolved in methanol (14 mL), and 1.0 M aqueous K2CO3 sol...